The task is: describe an organic reaction: reactants, conditions, products, and yield. This data is from the Open Reaction Database (ORD), a public repository of structured organic reaction records. Starting materials: N1CCCC1 (pyrrolidine), C1(CCC(N1)=O)=O (succinimide), CC1C(=O)NC(C1)=O (methylsuccinimide), C(\C=C/C(=O)[O-])(=O)[O-].[NH4+].[NH4+] (diammonium maleate), CN1CCCC1 (methylpyrrolidine). Run in CO (methanol), CN1C(CCC1)=O (N-methylpyrrolidone). The product is C(\C=C/C(=O)[O-])(=O)[O-].[NH4+].[NH4+].CO (diammonium maleate methanol). As a reaction SMILES: [C:1]([O-:8])(=[O:7])/[CH:2]=[CH:3]\[C:4]([O-:6])=[O:5].[NH4+].[NH4+].[NH:11]1CCCC1.C[N:17]1CCCC1.C1(=O)N[C:25](=[O:27])CC1.CC1CC(=O)NC1=O>CN1CCCC1=O.CO>[C:1]([O-:8])(=[O:7])/[CH:2]=[CH:3]\[C:4]([O-:6])=[O:5].[NH4+:11].[NH4+:17].[CH3:25][OH:27] |f:0.1.2,9.10.11.12|. Procedure details: In a 300 ml mini-autoclave, 75 ml of a 45% strength aqueous diammonium maleate solution and 75 ml of methanol were hydrogenated for 42 hours at 230° C. using 10 g of the powdered and activated catalyst described in Example 1. The product contained 89.1 mol % of N-methylpyrrolidone, 5.0 mol % of pyrrolidine and methylpyrrolidine, and 2.7 mol % of succinimide and methylsuccinimide.